Dataset: the Open Reaction Database (ORD), a public repository of structured organic reaction records. Task: describe an organic reaction: reactants, conditions, products, and yield The reactants are CCCC[Sn](CCCC)(CCCC)c1ccccn1, CCCCCCN1CC2C(C1=O)C2(C)c1cccc(I)c1, O=C(C=Cc1ccccc1)C=Cc1ccccc1, C1CCOC1, O=C(C=Cc1ccccc1)C=Cc1ccccc1, O=C(C=Cc1ccccc1)C=Cc1ccccc1, [Pd], [Pd], c1ccc([As](c2ccccc2)c2ccccc2)cc1. The product is CCCCCCN1CC2C(C1=O)C2(C)c1cccc(-c2ccccn2)c1. RXN SMILES: [CH2:20]([Sn:21]([CH2:22][CH2:23][CH2:24][CH3:31])([c:25]1[n:26][cH:27][cH:28][cH:29][cH:30]1)[CH2:32][CH2:33][CH2:34][CH3:35])[CH2:36][CH2:37][CH3:38].[CH2:39]([CH2:40][CH2:41][CH2:42][CH2:43][CH3:44])[N:45]1[C:46](=[O:59])[CH:47]2[C:48]([CH3:51])([c:52]3[cH:53][c:54]([I:58])[cH:55][cH:56][cH:57]3)[CH:49]2[CH2:50]1.[O:103]=[C:104]([CH:105]=[CH:106][c:107]1[cH:108][cH:109][cH:110][cH:111][cH:112]1)[CH:113]=[CH:114][c:115]1[cH:116][cH:117][cH:118][cH:119][cH:120]1.[O:60]1[CH2:61][CH2:62][CH2:63][CH2:64]1.[O:67]=[C:68]([CH:69]=[CH:70][c:71]1[cH:72][cH:73][cH:74][cH:75][cH:76]1)[CH:77]=[CH:78][c:79]1[cH:80][cH:81][cH:82][cH:83][cH:84]1.[O:85]=[C:86]([CH:87]=[CH:88][c:89]1[cH:90][cH:91][cH:92][cH:93][cH:94]1)[CH:95]=[CH:96][c:97]1[cH:98][cH:99][cH:100][cH:101][cH:102]1.[Pd:65].[Pd:66].[cH:1]1[cH:2][cH:3][c:4]([As:5]([c:6]2[cH:7][cH:8][cH:9][cH:10][cH:11]2)[c:12]2[cH:13][cH:14][cH:15][cH:16][cH:17]2)[cH:18][cH:19]1>>[c:25]1(-[c:54]2[cH:53][c:52]([C:48]3([CH3:51])[CH:47]4[C:46](=[O:59])[N:45]([CH2:39][CH2:40][CH2:41][CH2:42][CH2:43][CH3:44])[CH2:50][CH:49]43)[cH:57][cH:56][cH:55]2)[n:26][cH:27][cH:28][cH:29][cH:30]1.